describe an organic reaction: reactants, conditions, products, and yield From a dataset of the Open Reaction Database (ORD), a public repository of structured organic reaction records. Starting materials: [Br-], CCCCCOc1ccc(C(=O)N(C)OC)cc1, C=C[Mg+], Cl, C1CCOC1. Product: C=CC(=O)c1ccc(OCCCCC)cc1. RXN SMILES: [Br-:19].[CH2:1]([CH2:2][CH2:3][CH2:4][CH3:5])[O:6][c:7]1[cH:8][cH:9][c:10]([C:11](=[O:12])[N:13]([CH3:14])[O:15][CH3:16])[cH:17][cH:18]1.[CH:20](=[CH2:21])[Mg+:22].[ClH:23].[O:24]1[CH2:25][CH2:26][CH2:27][CH2:28]1>>[CH2:1]([CH2:2][CH2:3][CH2:4][CH3:5])[O:6][c:7]1[cH:8][cH:9][c:10]([C:11](=[O:12])[CH:20]=[CH2:21])[cH:17][cH:18]1. Reactants: CP(O)(=O)C1=CC=CC=C1 (methylphenylphosphinic acid), solution, [OH-].C(CCC)[N+](CCCC)(CCCC)CCCC (tetrabutylammonium hydroxide). Run in O (water), CC(C)O (2-propanol). Yields the product CP([O-])(=O)C1=CC=CC=C1.C(CCC)[N+](CCCC)(CCCC)CCCC (Tetrabutylammonium Methylphenylphosphinate). Reaction SMILES: [CH3:1][P:2]([C:5]1[CH:10]=[CH:9][CH:8]=[CH:7][CH:6]=1)(=[O:4])[OH:3].[OH-].[CH2:12]([N+:16]([CH2:25][CH2:26][CH2:27][CH3:28])([CH2:21][CH2:22][CH2:23][CH3:24])[CH2:17][CH2:18][CH2:19][CH3:20])[CH2:13][CH2:14][CH3:15]>O.CC(O)C>[CH3:1][P:2]([C:5]1[CH:10]=[CH:9][CH:8]=[CH:7][CH:6]=1)(=[O:3])[O-:4].[CH2:25]([N+:16]([CH2:12][CH2:13][CH2:14][CH3:15])([CH2:17][CH2:18][CH2:19][CH3:20])[CH2:21][CH2:22][CH2:23][CH3:24])[CH2:26][CH2:27][CH3:28] |f:1.2,5.6|. Procedure: To a flask were added 2.0 g methylphenylphosphinic acid, 5.4 g of a 55-60% solution of tetrabutylammonium hydroxide in water and 25 ml 2-propanol. After heating to 50 C under nitrogen for 1 hour, the solvent was removed and another 20 ml of 2-propanol were added and removed by distillation under reduced pressure. After drying, an oil was obtained. The reactants are C(C)(C)(C)OC(=O)NC1=CC=C(C=C1)C(C(=O)O)N(C)C(C)C (2-[4-(tert-Butoxycarbonylamino)phenyl]-2-[isopropyl(methyl)amino]acetic Acid), ON1N=NC2=C1N=CC=C2 (1-hydroxy-7-azabenzotriazole), Cl.N=C=N (carbodiimide hydrochloride), C(C)O (Ethanol). The reagents and catalysts are CN(C1=CC=NC=C1)C (4-dimethylamino pyridine). Run in C1CCOC1 (THF). Run at time 15 minute. Yields the product C(C)(C)(C)OC(=O)NC1=CC=C(C=C1)C(C(=O)OCC)N(C)C(C)C (Ethyl 2-[4-(tert-Butoxycarbonylamino)phenyl]-2-[isopropyl(methyl)amino]acetate). The yield is 73.0%. RXN SMILES: [C:1]([O:5][C:6]([NH:8][C:9]1[CH:14]=[CH:13][C:12]([CH:15]([N:19]([CH:21]([CH3:23])[CH3:22])[CH3:20])[C:16]([OH:18])=[O:17])=[CH:11][CH:10]=1)=[O:7])([CH3:4])([CH3:3])[CH3:2].ON1[C:29]2N=CC=C[C:28]=2N=N1.Cl.N=C=N.C(O)C>CN(C)C1C=CN=CC=1.C1COCC1>[C:1]([O:5][C:6]([NH:8][C:9]1[CH:14]=[CH:13][C:12]([CH:15]([N:19]([CH:21]([CH3:23])[CH3:22])[CH3:20])[C:16]([O:18][CH2:28][CH3:29])=[O:17])=[CH:11][CH:10]=1)=[O:7])([CH3:4])([CH3:3])[CH3:2] |f:2.3|. Procedure details: A 250-mL single-neck round-bottomed flask equipped with a magnetic stirrer was purged with nitrogen and charged with 25 (1.50 g, 4.66 mmol), THF (45 mL), 1-hydroxy-7-azabenzotriazole (1.27 g, 9.32 mmol) and 1-ethyl-3-[3-dimethyl amino)propyl]-carbodiimide hydrochloride (1.79 g, 9.32 mmol), and the reaction mixture was stirred for 15 min. Ethanol (429 mg, 9.32 mmol) and 4-dimethylamino pyridine (57 mg, 0.47 mmol) were added, and the reaction mixture was stirred at room temperature for a further 1... The reactants are O=C([O-])[O-], CCOC(C)=O, CI, [K+], [K+], CN(C)C=O, COC(=O)c1ncc(-c2ccccc2)nc1NC(=O)C(F)(F)F. The product is COC(=O)c1ncc(-c2ccccc2)nc1N(C)C(=O)C(F)(F)F. RXN SMILES: [C:24](=[O:25])([O-:26])[O-:27].[CH3:37][CH2:38][O:39][C:40]([CH3:41])=[O:42].[I:30][CH3:31].[K+:28].[K+:29].[O:32]=[CH:33][N:34]([CH3:35])[CH3:36].[c:1]1(-[c:7]2[n:8][c:9]([NH:17][C:18]([C:19]([F:20])([F:21])[F:22])=[O:23])[c:10]([C:13](=[O:14])[O:15][CH3:16])[n:11][cH:12]2)[cH:2][cH:3][cH:4][cH:5][cH:6]1>>[c:1]1(-[c:7]2[n:8][c:9]([N:17]([C:18]([C:19]([F:20])([F:21])[F:22])=[O:23])[CH3:24])[c:10]([C:13](=[O:14])[O:15][CH3:16])[n:11][cH:12]2)[cH:2][cH:3][cH:4][cH:5][cH:6]1.